From a dataset of the Open Reaction Database (ORD), a public repository of structured organic reaction records. describe an organic reaction: reactants, conditions, products, and yield Reactants: C1(CCCCC1)CCC[C@H](CC(=O)OC(C)(C)C)C(=O)N[C@H](C(=O)OCC)CO (tert-butyl (3R)-6-cyclohexyl-3-({[(1S)-2-ethoxy-1-(hydroxymethyl)-2-oxoethyl]amino}carbonyl)hexanoate), [OH-].COC(=O)NS(=O)(=O)[N+](CC)(CC)CC ((methoxycarbonylsulfamoyl)triethylammonium hydroxide), CC[N+](CC)(CC)S(=O)(=O)N=C([O-])OC (Burgess Reagent). The solvent is O1CCCC1 (tetrahydrofuran). The product is C(C)(C)(C)OC(C[C@@H](CCCC1CCCCC1)C=1OC[C@H](N1)C(=O)OCC)=O (Ethyl (4S)-2-{(1R)-1-[2-(tert-butoxy)-2-oxoethyl]-4-cyclohexylbutyl}-4,5-dihydro-1,3-oxazole-4-carboxylate). Reaction SMILES: [CH:1]1([CH2:7][CH2:8][CH2:9][C@@H:10]([C:19]([NH:21][C@@H:22]([CH2:28][OH:29])[C:23]([O:25][CH2:26][CH3:27])=[O:24])=O)[CH2:11][C:12]([O:14][C:15]([CH3:18])([CH3:17])[CH3:16])=[O:13])[CH2:6][CH2:5][CH2:4][CH2:3][CH2:2]1.[OH-].COC(NS([N+](CC)(CC)CC)(=O)=O)=O.CC[N+](S(N=C(OC)[O-])(=O)=O)(CC)CC>O1CCCC1>[C:15]([O:14][C:12](=[O:13])[CH2:11][C@H:10]([C:19]1[O:29][CH2:28][C@@H:22]([C:23]([O:25][CH2:26][CH3:27])=[O:24])[N:21]=1)[CH2:9][CH2:8][CH2:7][CH:1]1[CH2:2][CH2:3][CH2:4][CH2:5][CH2:6]1)([CH3:16])([CH3:18])[CH3:17] |f:1.2|. Reported procedure: A solution of tert-butyl (3R)-6-cyclohexyl-3-({[(1S)-2-ethoxy-1-(hydroxymethyl)-2-oxoethyl]amino}carbonyl)hexanoate (Preparation 30) (4.14 g, 10 mmol) in anhydrous tetrahydrofuran (40 ml) was treated with (methoxycarbonylsulfamoyl)triethylammonium hydroxide, inner salt [Burgess Reagent] (2.62 g, 11 mmol) and the resulting mixture was heated under reflux under a nitrogen atmosphere for 1 hour. The solvent was removed under reduced pressure and the residue purified by column chromatography on sili... Starting materials: [OH-].[Na+] (NaOH), ClC=1N=C(NC1COCC1=CC=CC=C1)C (4-chloro-2-methyl-5-{[(phenylmethyl)oxy]methyl}-1H-imidazole), CS(=O)(=O)O (methanesulfonic acid), ice. Run in C(Cl)(Cl)Cl (chloroform). Product: ClC=1N=C(NC1CO)C ((4-chloro-2-methyl-1H-imidazol-5-yl)methanol). RXN SMILES: [Cl:1][C:2]1[N:3]=[C:4]([CH3:16])[NH:5][C:6]=1[CH2:7][O:8]CC1C=CC=CC=1.CS(O)(=O)=O.[OH-].[Na+]>C(Cl)(Cl)Cl>[Cl:1][C:2]1[N:3]=[C:4]([CH3:16])[NH:5][C:6]=1[CH2:7][OH:8] |f:2.3|. Reported procedure: A solution of 4-chloro-2-methyl-5-{[(phenylmethyl)oxy]methyl}-1H-imidazole (1.78 g, 7.5 mmol) and methanesulfonic acid (18.5 mL, 285 mmol) in chloroform (39 mL) was stirred at RT for 1 h. The reaction mixture was poured into ice (˜70 g) and the solution was neutralized by addition of 5N NaOH until the pH was 10. The solution was extracted with methyl tert-butyl ether (2×60 mL) and then with n-butanol (3×40 mL). The combined n-butanol extracts were washed with brine, concentrated, and dried in va... The reactants are COC(=O)c1cc(I)ccc1Br, O=C([O-])[O-], Cc1cncc(B(O)O)c1, [Cs+], [Cs+], CN(C)C=O. Product: COC(=O)c1cc(-c2cncc(C)c2)ccc1Br. As a reaction SMILES: [Br:1][c:2]1[c:3]([C:4](=[O:5])[O:6][CH3:7])[cH:8][c:9]([I:12])[cH:10][cH:11]1.[C:23](=[O:24])([O-:25])[O-:26].[CH3:13][c:14]1[cH:15][c:16]([B:20]([OH:21])[OH:22])[cH:17][n:18][cH:19]1.[Cs+:27].[Cs+:28].[O:29]=[CH:30][N:31]([CH3:32])[CH3:33]>>[Br:1][c:2]1[c:3]([C:4](=[O:5])[O:6][CH3:7])[cH:8][c:9](-[c:16]2[cH:15][c:14]([CH3:13])[cH:19][n:18][cH:17]2)[cH:10][cH:11]1. The reactants are CCOC(=O)C1(NC(=O)c2ccc3sccc3c2)Cc2ccccc2C1, C1COCCO1, CO, [Li+], [OH-], O. Product: O=C(NC1(C(=O)O)Cc2ccccc2C1)c1ccc2sccc2c1. Reaction SMILES: [CH2:1]([CH3:2])[O:3][C:4](=[O:5])[C:6]1([NH:15][C:16](=[O:17])[c:18]2[cH:19][c:20]3[c:21]([s:22][cH:23][cH:24]3)[cH:25][cH:26]2)[CH2:7][c:8]2[cH:9][cH:10][cH:11][cH:12][c:13]2[CH2:14]1.[CH2:27]1[O:28][CH2:29][CH2:30][O:31][CH2:32]1.[CH3:33][OH:34].[Li+:36].[OH-:35].[OH2:37]>>[O:3]=[C:4]([OH:5])[C:6]1([NH:15][C:16](=[O:17])[c:18]2[cH:19][c:20]3[c:21]([s:22][cH:23][cH:24]3)[cH:25][cH:26]2)[CH2:7][c:8]2[cH:9][cH:10][cH:11][cH:12][c:13]2[CH2:14]1. Reactants: NC1=C(C(=O)O)C=C(C=C1)O (2-Amino-5-hydroxy-benzoic acid), Cl (hydrochloric acid), C(=O)(OCC1=CC=CC=C1)Cl (carbobenzyloxy chloride). Run in aqueous solution, [OH-].[Na+] (sodium hydroxide). Reaction conditions: time 1 hour. The product is C(C1=CC=CC=C1)OC(=O)NC1=C(C(=O)O)C=C(C=C1)O (2-benzyloxycarbonylamino-5-hydroxybenzoic acid). Yield: 51.5%. As a reaction SMILES: [NH2:1][C:2]1[CH:10]=[CH:9][C:8]([OH:11])=[CH:7][C:3]=1[C:4]([OH:6])=[O:5].[C:12](Cl)([O:14][CH2:15][C:16]1[CH:21]=[CH:20][CH:19]=[CH:18][CH:17]=1)=[O:13].Cl>[OH-].[Na+]>[CH2:15]([O:14][C:12]([NH:1][C:2]1[CH:10]=[CH:9][C:8]([OH:11])=[CH:7][C:3]=1[C:4]([OH:6])=[O:5])=[O:13])[C:16]1[CH:21]=[CH:20][CH:19]=[CH:18][CH:17]=1 |f:3.4|. Procedure details: 2-Amino-5-hydroxy-benzoic acid (3.0 g) was dissolved in a 1N aqueous solution of sodium hydroxide (50 ml), to which was added dropwise carbobenzyloxy chloride (3.5 g). The mixture was stirred for one hour at room temperature, which was neutralized with 1N hydrochloric acid, followed by extraction with ethyl acetate (100 ml). The organic layer was washed with water and dried over anhydrous sodium sulfate. The solvent was distilled under reduced pressure to leave 2-benzyloxycarbonylamino-5-hydroxy... Starting materials: C(C(=O)Cl)(=O)Cl (oxalyl chloride), CN(C)C=O (DMF), [Na+].C(C#CC)OC1=CC=C(C=C1)S(=O)(=O)[O-] (4-but-2-ynyloxy-benzenesulfonic acid sodium salt). Run in C(Cl)Cl (CH2Cl2). Run at temperature 0 celsius, time 30 minute. Yields the product C(C#CC)OC1=CC=C(C=C1)S(=O)(=O)Cl (4-But-2-ynyloxy-benzenesulfonyl chloride). Isolated yield 95.0%. As a reaction SMILES: C(Cl)(=O)C([Cl:4])=O.CN(C=O)C.[Na+].[CH2:13]([O:17][C:18]1[CH:23]=[CH:22][C:21]([S:24]([O-:27])(=O)=[O:25])=[CH:20][CH:19]=1)[C:14]#[C:15][CH3:16]>C(Cl)Cl>[CH2:13]([O:17][C:18]1[CH:23]=[CH:22][C:21]([S:24]([Cl:4])(=[O:27])=[O:25])=[CH:20][CH:19]=1)[C:14]#[C:15][CH3:16] |f:2.3|. Procedure details: To a stirred solution of oxalyl chloride (47.8 ml, 0.545 mol) at 0° C. in 240 mL of CH2Cl2 was added a DMF (43.0 ml) solution of 4-but-2-ynyloxy-benzenesulfonic acid sodium salt in a drop wise manner. The reaction mixture was stirred at 0° C. for 30 min and then let warm to room temperature and stirred for 18 h. The reaction was then poured into ice and extracted with hexanes. The organics were washed with water and brine, dried over MgSO4, filtered and concentrated in vacuo to provide 42.0 g (9... The reactants are COC(=O)c1ccc(NC(=O)N(c2c3c(nn2-c2ccccc2)CCCC3)C2CCCCC2)c(Cl)c1, CCCCCCC, ClCCl, [Li+], [OH-]. Yields the product O=C(O)c1ccc(NC(=O)N(c2c3c(nn2-c2ccccc2)CCCC3)C2CCCCC2)c(Cl)c1. As a reaction SMILES: [CH3:1][O:2][C:3]([c:4]1[cH:5][c:6]([Cl:35])[c:7]([NH:10][C:11](=[O:12])[N:13]([c:14]2[n:15](-[c:23]3[cH:24][cH:25][cH:26][cH:27][cH:28]3)[n:16][c:17]3[c:22]2[CH2:21][CH2:20][CH2:19][CH2:18]3)[CH:29]2[CH2:30][CH2:31][CH2:32][CH2:33][CH2:34]2)[cH:8][cH:9]1)=[O:36].[CH3:42][CH2:43][CH2:44][CH2:45][CH2:46][CH2:47][CH3:48].[Cl:39][CH2:40][Cl:41].[Li+:37].[OH-:38]>>[O:2]=[C:3]([c:4]1[cH:5][c:6]([Cl:35])[c:7]([NH:10][C:11](=[O:12])[N:13]([c:14]2[n:15](-[c:23]3[cH:24][cH:25][cH:26][cH:27][cH:28]3)[n:16][c:17]3[c:22]2[CH2:21][CH2:20][CH2:19][CH2:18]3)[CH:29]2[CH2:30][CH2:31][CH2:32][CH2:33][CH2:34]2)[cH:8][cH:9]1)[OH:36].